This data is from the Open Reaction Database (ORD), a public repository of structured organic reaction records. The task is: describe an organic reaction: reactants, conditions, products, and yield Run at temperature 25 celsius. Yields the product C(#N)CC12C=CC(CC1)C2 (Cyanomethylnorbornene). Solvent: C1(=CC=CC=C1)C (toluene), C1(=CC=CC=C1)C (toluene), C1(=CC=CC=C1)C (toluene), C1(=CC=CC=C1)C (toluene). Procedure: DMMIEtNB: A 3 L, 4 neck RBF was equipped with a thermowell, Dean Stark trap connected to condenser with a nitrogen inlet, addition funnel and mechanical stirrer. The RBF was charged with 600 mL toluene followed by dimethylmaleic anhydride (DMMA, 92 g, 0.73 mol) with stirring. The mixture cooled to 14° C. as the dimethylmaleic anhydride dissolved in the toluene. The mixture was warmed to 25° C. to clear the solution. The addition funnel was charged with aminoethylnorbornene (104 g, 0.73 mol, 96.4... As a reaction SMILES: CC1=C(C)C(OC1=O)=O.[NH2:10][CH2:11][CH2:12][C:13]12[CH2:19][CH:16]([CH2:17][CH2:18]1)[CH:15]=[CH:14]2>C1(C)C=CC=CC=1>[C:11]([CH2:12][C:13]12[CH2:19][CH:16]([CH2:17][CH2:18]1)[CH:15]=[CH:14]2)#[N:10]. Yield: 168.7%. Starting materials: C/C/1=C(/C(=O)OC1=O)\C (dimethylmaleic anhydride), C/C/1=C(/C(=O)OC1=O)\C (dimethylmaleic anhydride), NCCC12C=CC(CC1)C2 (aminoethylnorbornene). Starting materials: [OH-].[K+] (potassium hydroxide), Cl (HCl), BrC=1C=C2C(=NC1)NC=C2 (5-bromo-1H-pyrrolo[2,3-b]pyridine), ClC1=C(C=O)C(=CC=C1F)Cl (2,6-dichloro-3-fluorobenzaldehyde). RXN SMILES: [Br:1][C:2]1[CH:3]=[C:4]2[CH:10]=[CH:9][NH:8][C:5]2=[N:6][CH:7]=1.[Cl:11][C:12]1[C:19]([F:20])=[CH:18][CH:17]=[C:16]([Cl:21])[C:13]=1[CH:14]=[O:15].[OH-].[K+].Cl>CO.O>[Br:1][C:2]1[CH:3]=[C:4]2[C:10]([CH:14]([C:13]3[C:16]([Cl:21])=[CH:17][CH:18]=[C:19]([F:20])[C:12]=3[Cl:11])[OH:15])=[CH:9][NH:8][C:5]2=[N:6][CH:7]=1 |f:2.3|. The product is BrC=1C=C2C(=NC1)NC=C2C(O)C2=C(C(=CC=C2Cl)F)Cl ((5-Bromo-1H-pyrrolo[2,3-b]pyridin-3-yl)-(2,6-dichloro-3-fluorophenyl)methanol). Run at time 8 hour. The solvent is CO (MeOH), O (water). Reported procedure: To a stirred mixture of 5-bromo-1H-pyrrolo[2,3-b]pyridine (0.100 g, 0.508 mmol) and 2,6-dichloro-3-fluorobenzaldehyde (0.107 g, 0.558 mmol) in MeOH (5 mL) was added potassium hydroxide (0.199 g, 3.553 mmol) at 0° C. under nitrogen atmosphere. The resulting mixture was then stirred at r.t. overnight. The mixture was then poured into water (50 mL), acidified with 2N HCl and extracted with ethyl acetate (50 mL×3). The organics were combined, dried (Na2SO4) and concentrated under reduced pressure to... Starting materials: CC(C)C(N)C(=O)OC(C)(C)C, CCOC(C)=O, CCCCCC, CC#N, COc1ccc(S(=O)(=O)Cl)cc1, c1ccncc1. Yields the product COc1ccc(S(=O)(=O)NC(C(=O)OC(C)(C)C)C(C)C)cc1. RXN SMILES: [C:1]([CH3:2])([CH3:3])([CH3:4])[O:5][C:6]([CH:7]([CH:8]([CH3:9])[CH3:10])[NH2:11])=[O:12].[CH3:31][CH2:32][O:33][C:34]([CH3:35])=[O:36].[CH3:37][CH2:38][CH2:39][CH2:40][CH2:41][CH3:42].[CH3:43][C:44]#[N:45].[O:19]([CH3:20])[c:21]1[cH:22][cH:23][c:24]([S:27](=[O:28])(=[O:29])[Cl:30])[cH:25][cH:26]1.[cH:13]1[cH:14][cH:15][n:16][cH:17][cH:18]1>>[C:1]([CH3:2])([CH3:3])([CH3:4])[O:5][C:6]([CH:7]([CH:8]([CH3:9])[CH3:10])[NH:11][S:27]([c:24]1[cH:23][cH:22][c:21]([O:19][CH3:20])[cH:26][cH:25]1)(=[O:28])=[O:29])=[O:12]. The reactants are CC(C#N)(CCCCCOC1=C(C=CC(=C1)OCC1=CC=CC=C1)CC)CCCCC (2-Methyl-2-n-pentyl-7-(2-ethyl-5-benzyloxyphenoxy)heptanenitrile), BrN1C(CCC1=O)=O (N-bromosuccinimide). The solvent is C(Cl)(Cl)(Cl)Cl (carbon tetrachloride). Product: CC(C#N)(CCCCCOC1=C(C=C(C(=C1)OCC1=CC=CC=C1)Br)CC)CCCCC (2-Methyl-2-n-pentyl-7-(2-ethyl-4-bromo-5-benzyloxyphenoxy)heptanenitrile). The yield is 60.0%. As a reaction SMILES: [CH3:1][C:2]([CH2:27][CH2:28][CH2:29][CH2:30][CH3:31])([CH2:5][CH2:6][CH2:7][CH2:8][CH2:9][O:10][C:11]1[CH:16]=[C:15]([O:17][CH2:18][C:19]2[CH:24]=[CH:23][CH:22]=[CH:21][CH:20]=2)[CH:14]=[CH:13][C:12]=1[CH2:25][CH3:26])[C:3]#[N:4].[Br:32]N1C(=O)CCC1=O>C(Cl)(Cl)(Cl)Cl>[CH3:1][C:2]([CH2:27][CH2:28][CH2:29][CH2:30][CH3:31])([CH2:5][CH2:6][CH2:7][CH2:8][CH2:9][O:10][C:11]1[CH:16]=[C:15]([O:17][CH2:18][C:19]2[CH:20]=[CH:21][CH:22]=[CH:23][CH:24]=2)[C:14]([Br:32])=[CH:13][C:12]=1[CH2:25][CH3:26])[C:3]#[N:4]. Reported procedure: 2-Methyl-2-n-pentyl-7-(2-ethyl-5-benzyloxyphenoxy)heptanenitrile and 1.1 equivalents of N-bromosuccinimide in carbon tetrachloride were stirred 1.5 hours, washed with aqueous sodium thiosulfate, washed with saturated sodium chloride, dried over sodium sulfate and evaporated in vacuo. The residue was chromatographed on silica gel eluting with hexane/ethyl ether providing the desired title intermediate in 60% yield, as an oil, NMR. The reactants are O=C([O-])O, C1CCOC1, CN(Cc1cc2ccccc2n1C)C(=O)C=Cc1ccc(N)nc1, [Na+], O=C1OC(=O)c2ccccc21. Product: CN(Cc1cc2ccccc2n1C)C(=O)C=Cc1ccc(N2C(=O)c3ccccc3C2=O)nc1. RXN SMILES: [C:36](=[O:37])([OH:38])[O-:39].[CH2:41]1[O:42][CH2:43][CH2:44][CH2:45]1.[NH2:12][c:13]1[cH:14][cH:15][c:16]([CH:19]=[CH:20][C:21](=[O:22])[N:23]([CH2:24][c:25]2[n:26]([CH3:34])[c:27]3[cH:28][cH:29][cH:30][cH:31][c:32]3[cH:33]2)[CH3:35])[cH:17][n:18]1.[Na+:40].[O:1]=[C:2]1[O:3][C:4](=[O:5])[c:6]2[cH:7][cH:8][cH:9][cH:10][c:11]21>>[C:2]1(=[O:3])[c:11]2[c:6]([cH:7][cH:8][cH:9][cH:10]2)[C:4](=[O:5])[N:12]1[c:13]1[cH:14][cH:15][c:16]([CH:19]=[CH:20][C:21](=[O:22])[N:23]([CH2:24][c:25]2[n:26]([CH3:34])[c:27]3[cH:28][cH:29][cH:30][cH:31][c:32]3[cH:33]2)[CH3:35])[cH:17][n:18]1.